Task: describe an organic reaction: reactants, conditions, products, and yield. Dataset: the Open Reaction Database (ORD), a public repository of structured organic reaction records Starting materials: ClC1=CC(=NC2=CC=C(C=C12)OC(F)(F)F)N1CCS(C2=C(C1)C=CC=C2)(=O)=O (4-(4-Chloro-6-(trifluoromethoxy)quinolin-2-yl)-2,3,4,5-tetrahydro-1,4-benzothiazepine 1,1-dioxide), C(CCN)N (propane-1,3-diamine). The product is FC(OC=1C=C2C(=CC(=NC2=CC1)N1CCS(C2=C(C1)C=CC=C2)(=O)=O)NCCCN)F (N-[6-(Difluoromethoxy)-2-(1,1-dioxido-2,3-dihydro-1,4-benzothiazepin-4(5H)-yl)quinolin-4-yl]propane-1,3-diamine). RXN SMILES: Cl[C:2]1[C:11]2[C:6](=[CH:7][CH:8]=[C:9]([O:12][C:13]([F:16])(F)[F:14])[CH:10]=2)[N:5]=[C:4]([N:17]2[CH2:23][C:22]3[CH:24]=[CH:25][CH:26]=[CH:27][C:21]=3[S:20](=[O:29])(=[O:28])[CH2:19][CH2:18]2)[CH:3]=1.[CH2:30]([NH2:34])[CH2:31][CH2:32][NH2:33]>>[F:16][CH:13]([F:14])[O:12][C:9]1[CH:10]=[C:11]2[C:6](=[CH:7][CH:8]=1)[N:5]=[C:4]([N:17]1[CH2:23][C:22]3[CH:24]=[CH:25][CH:26]=[CH:27][C:21]=3[S:20](=[O:28])(=[O:29])[CH2:19][CH2:18]1)[CH:3]=[C:2]2[NH:33][CH2:32][CH2:31][CH2:30][NH2:34]. Procedure: The title compound was prepared in analogy to Example 17-1 in Scheme 6 by using 4-(4-chloro-6-(difluoromethoxy)quinolin-2-yl)-2,3,4,5-tetrahydro-1,4-benzothiazepine 1,1-dioxide (prepared in analogy to 4-(4-chloro-6-(trifluoromethoxy)quinolin-2-yl)-2,3,4,5-tetrahydro-1,4-benzothiazepine 1,1-dioxide in Example 17-1 by using 2,4-dichloro-6-(difluoromethoxy)quinoline and 2,3,4,5-tetrahydro-1,4-benzothiazepine 1,1-dioxide) and propane-1,3-diamine. MS obsd. (ESI+) [(M+H)+] 463, 1H NMR (400 MHz, CD3OD)... Starting materials: NC1=C2C=CN=CC2=CC=C1 (5-aminoisoquinoline), O (H2O), ClC=1C=C2C(CCOC2=CC1C)N (6-Chloro-7-methyl-chroman-4-ylamine), FC(C1=CC=C2C(CCOC2=C1)N)(F)F (7-Trifluoromethyl-chroman-4-ylamine). The product is ClC=1C=C2C(CCOC2=CC1C)NC(=O)NC1=C2C=CC=NC2=CC=C1 (N-(6-chloro-7-methyl-3,4-dihydro-2H-chromen-4-yl)-N′-quinolin-5-ylurea). Reaction SMILES: N[C:2]1[CH:11]=[CH:10][CH:9]=[C:8]2[C:3]=1[CH:4]=[CH:5][N:6]=[CH:7]2.[Cl:12][C:13]1[CH:14]=[C:15]2[C:20](=[CH:21][C:22]=1[CH3:23])[O:19][CH2:18][CH2:17][CH:16]2[NH2:24].FC(F)(F)C1C=C2C([CH:31]([NH2:37])CCO2)=CC=1.[OH2:40]>>[Cl:12][C:13]1[CH:14]=[C:15]2[C:20](=[CH:21][C:22]=1[CH3:23])[O:19][CH2:18][CH2:17][CH:16]2[NH:24][C:31]([NH:37][C:9]1[CH:10]=[CH:11][CH:2]=[C:7]2[C:8]=1[CH:3]=[CH:4][CH:5]=[N:6]2)=[O:40]. Procedure: The title compound was prepared using the procedure as described in Example 5, substituting 5-aminoquinoline for 5-aminoisoquinoline and substituting the product of Example 13B for the product of Example 4D. 1H NMR (300 MHz, DMSO-d6) δ 8.90 (m, 1H), 8.62 (s, 1H), 8.47 (m, 1H), 8.12 (m, 1H), 7.70 (m, 2H), 7.58 (m, 1H), 7.31 (s, 1H), 7.07 (d, J=7.5 Hz, 1H), 7.18-7.00 (m, 3H), 6.82 (s, 1H), 4.91 (m, 1H), 4.33-4.10 (m, 2H), 2.24 (s, 3H), 2.20-1.92 (m, 2H). MS (ESI) m/e 368 (M−H)+. Calcd. For C20H18N... The reactants are CC#N, [N-]=[N+]=NC1CN(C(=O)OCc2ccc([N+](=O)[O-])cc2)C1, [Na+], [Na+], O, O, O, O, O, O, O, O, O, O, O=S(=O)([O-])[O-], c1ccc(P(c2ccccc2)c2ccccc2)cc1. Yields the product NC1CN(C(=O)OCc2ccc([N+](=O)[O-])cc2)C1. Reaction SMILES: [CH3:57][C:58]#[N:59].[N:1](=[N+:2]=[N-:3])[CH:4]1[CH2:5][N:6]([C:8](=[O:9])[O:10][CH2:11][c:12]2[cH:13][cH:14][c:15]([N+:18](=[O:19])[O-:20])[cH:16][cH:17]2)[CH2:7]1.[Na+:55].[Na+:56].[OH2:40].[OH2:41].[OH2:42].[OH2:43].[OH2:44].[OH2:45].[OH2:46].[OH2:47].[OH2:48].[OH2:49].[S:50]([O-:51])([O-:52])(=[O:53])=[O:54].[c:21]1([P:22]([c:23]2[cH:24][cH:25][cH:26][cH:27][cH:28]2)[c:29]2[cH:30][cH:31][cH:32][cH:33][cH:34]2)[cH:35][cH:36][cH:37][cH:38][cH:39]1>>[NH2:1][CH:4]1[CH2:5][N:6]([C:8](=[O:9])[O:10][CH2:11][c:12]2[cH:13][cH:14][c:15]([N+:18](=[O:19])[O-:20])[cH:16][cH:17]2)[CH2:7]1. Starting materials: S(=O)(=O)([O-])[O-].[Ba+2] (barium sulfate), FC1=C(C(=O)Cl)C=CC(=C1)F (2,4-difluorobenzoylchloride). Reagents/catalysts: catalyst, [Pd] (palladium). The solvent is C1CCCC2CCCCC12 (decahydronaphthalene). Run at temperature 130 celsius. Yields the product FC1=C(C=O)C=CC(=C1)F (2,4-difluorobenzaldehyde). RXN SMILES: S([O-])([O-])(=O)=O.[Ba+2].[F:7][C:8]1[CH:16]=[C:15]([F:17])[CH:14]=[CH:13][C:9]=1[C:10](Cl)=[O:11]>[Pd].C1C2C(CCCC2)CCC1>[F:7][C:8]1[CH:16]=[C:15]([F:17])[CH:14]=[CH:13][C:9]=1[CH:10]=[O:11] |f:0.1|. Procedure: 30 ml (27 g) of decahydronaphthalene and 0.5 g (2.3×10-4 ml) of a catalyst of 5% palladium on a barium sulfate support were added to the flask containing the 2,4-difluorobenzoylchloride. The reaction was purged with H2 for 0.25 hour, then the temperature was raised to 130° C. Hydrogen was dispersed through the system for 6 hours. The product 2,4-difluorobenzaldehyde was isolated as a colorless liquid. Yield 9.8 g (82%).